Dataset: the Open Reaction Database (ORD), a public repository of structured organic reaction records. Task: describe an organic reaction: reactants, conditions, products, and yield The reactants are COC=1C=C(C=CC1OCC=1N=C(OC1)C1=CC=CC=C1)/C=C/CO ((E)-3-[3-methoxy-4-(2-phenyl-4-oxazolyl-methoxy)phenyl]-2-propen-1-ol). The reagents and catalysts are [O-2].[O-2].[Mn+4] (manganese dioxide). The solvent is C(Cl)(Cl)Cl (chloroform). Run at time 8 hour. Yields the product COC=1C=C(C=CC=O)C=CC1OCC=1N=C(OC1)C1=CC=CC=C1 (3-methoxy-4-(2-phenyl-4-oxazolylmethoxy)cinnamaldehyde). Yield: 87.3%. Reaction SMILES: [CH3:1][O:2][C:3]1[CH:4]=[C:5](/[CH:22]=[CH:23]/[CH2:24][OH:25])[CH:6]=[CH:7][C:8]=1[O:9][CH2:10][C:11]1[N:12]=[C:13]([C:16]2[CH:21]=[CH:20][CH:19]=[CH:18][CH:17]=2)[O:14][CH:15]=1>C(Cl)(Cl)Cl.[O-2].[O-2].[Mn+4]>[CH3:1][O:2][C:3]1[CH:4]=[C:5]([CH:6]=[CH:7][C:8]=1[O:9][CH2:10][C:11]1[N:12]=[C:13]([C:16]2[CH:17]=[CH:18][CH:19]=[CH:20][CH:21]=2)[O:14][CH:15]=1)[CH:22]=[CH:23][CH:24]=[O:25] |f:2.3.4|. Procedure details: Activated manganese dioxide (28.0 g) was added to a solution of (E)-3-[3-methoxy-4-(2-phenyl-4-oxazolyl-methoxy)phenyl]-2-propen-1-ol (13.6 g) in chloroform (250 ml). The mixture was stirred for 8 hours at room temperature, which was subjected to filtration through a celite layer. The filtrate was concentrated to yield 3-methoxy-4-(2-phenyl-4-oxazolylmethoxy)cinnamaldehyde (11.8 g, 88%), which was recrystallized from ethyl acetate-hexane to give colorless needles, m.p.144-145° C.